This data is from the Open Reaction Database (ORD), a public repository of structured organic reaction records. The task is: describe an organic reaction: reactants, conditions, products, and yield Starting materials: Cl.O=S(=O)(C1=CC=CC=2C=NC=CC21)N3CCNCCC3, O=C(O)C1CCCCC1. Reagents/catalysts: O=S(=O)(O)OOS(=O)(=O)O.N. Solvent: O, O=S(C)C. Reaction conditions: temperature 40 celsius, time 16 hour. Product: O=S(=O)(C1=CC=CC2=C1C=CN=C2C3CCCCC3)N4CCNCCC4. Yield: 44.0%. Starting materials: C(N)(=O)C1(CC1)C1=C(C=CC=C1)C#CC1=NC(=NC=C1C(F)(F)F)NC=1C=NN(C1)C1CCN(CC1)C(=O)OC(C)(C)C (tert-butyl 4-(4-((4-((2-(1-carbamoylcyclopropyl)phenyl)ethynyl)-5-(trifluoromethyl)pyrimidin-2-yl)amino)-1H-pyrazol-1-yl)piperidine-1-carboxylate). The reagents and catalysts are [Pd] (Pd/C). Solvent: CCOC(=O)C (EtOAc), CO (MeOH). Conditions: time 16 hour. The product is C(N)(=O)C1(CC1)C1=C(CCC2=NC(=NC=C2C(F)(F)F)NC=2C=NN(C2)C2CCN(CC2)C(=O)OC(C)(C)C)C=CC=C1 (tert-Butyl 4-(4-((4-(2-(1-carbamoylcyclopropyl)phenethyl)-5-(trifluoromethyl)pyrimidin-2-yl)amino)-1H-pyrazol-1-yl)piperidine-1-carboxylate), solid. Yield: 52.0%. As a reaction SMILES: [C:1]([C:4]1([C:7]2[CH:12]=[CH:11][CH:10]=[CH:9][C:8]=2[C:13]#[C:14][C:15]2[C:20]([C:21]([F:24])([F:23])[F:22])=[CH:19][N:18]=[C:17]([NH:25][C:26]3[CH:27]=[N:28][N:29]([CH:31]4[CH2:36][CH2:35][N:34]([C:37]([O:39][C:40]([CH3:43])([CH3:42])[CH3:41])=[O:38])[CH2:33][CH2:32]4)[CH:30]=3)[N:16]=2)[CH2:6][CH2:5]1)(=[O:3])[NH2:2]>CCOC(C)=O.CO.[Pd]>[C:1]([C:4]1([C:7]2[CH:12]=[CH:11][CH:10]=[CH:9][C:8]=2[CH2:13][CH2:14][C:15]2[C:20]([C:21]([F:24])([F:22])[F:23])=[CH:19][N:18]=[C:17]([NH:25][C:26]3[CH:27]=[N:28][N:29]([CH:31]4[CH2:36][CH2:35][N:34]([C:37]([O:39][C:40]([CH3:41])([CH3:42])[CH3:43])=[O:38])[CH2:33][CH2:32]4)[CH:30]=3)[N:16]=2)[CH2:6][CH2:5]1)(=[O:3])[NH2:2]. Procedure details: A mixture of tert-butyl 4-(4-((4-((2-(1-carbamoylcyclopropyl)phenyl)ethynyl)-5-(trifluoromethyl)pyrimidin-2-yl)amino)-1H-pyrazol-1-yl)piperidine-1-carboxylate A76 (0.405 g, 0.680 mmol) and 10% Pd/C (wetted with ca. 53% water, 0.200 g) in EtOAc (30 mL) and MeOH (15 mL) was stirred under an atmosphere of H2 at room temperature for 16 hours. The mixture was filtered through a plug of Celite and the filtrate was concentrated in vacuo. Purification by column chromatography (Biotage Isolera, 40 g SiO2...